From a dataset of the Open Reaction Database (ORD), a public repository of structured organic reaction records. describe an organic reaction: reactants, conditions, products, and yield The reactants are BrC1=C(C=C(C#N)C=C1)OC (4-bromo-3-methoxybenzonitrile), C(C=C)[Sn](CCCC)(CCCC)CCCC (allyl-tributyl-stannane), [Li+].[Cl-] (LiCl), Pd(PPh)4. Solvent: C1(=CC=CC=C1)C (toluene). The product is C(C=C)C1=C(C=C(C#N)C=C1)OC (4-allyl-3-methoxybenzonitrile). RXN SMILES: Br[C:2]1[CH:9]=[CH:8][C:5]([C:6]#[N:7])=[CH:4][C:3]=1[O:10][CH3:11].[CH2:12]([Sn](CCCC)(CCCC)CCCC)[CH:13]=[CH2:14].[Li+].[Cl-]>C1(C)C=CC=CC=1>[CH2:14]([C:2]1[CH:9]=[CH:8][C:5]([C:6]#[N:7])=[CH:4][C:3]=1[O:10][CH3:11])[CH:13]=[CH2:12] |f:2.3|. Procedure details: A mixture of 4-bromo-3-methoxybenzonitrile (1.4 g, 6.7 mmol), allyl-tributyl-stannane (2.7 g, 8.1 mmol), LiCl (0.86 mg, 20 mmol) and Pd(PPh)4 (0.2 g) in 25 mL of anhydrous toluene was refluxed under N2 overnight. Checked the reaction with TLC and concentrated under reduced pressure. The residue was purified by silica gel column chromatography to give the product 4-allyl-3-methoxybenzonitrile. MS m/z: 174 (M+1)+. The reactants are C(C1=CC=CC=C1)N1CC(C(CC1)=O)C1=C(C=CC=C1)Cl (1-benzyl-3-(2-chloro-phenyl)-piperidin-4-one), CN1CCNCC1 (N-methyl-piperazine), FC(C=1C=C(C(=O)Cl)C=C(C1)C(F)(F)F)(F)F (3,5-bistrifluoromethyl-benzoyl chloride). The product is FC(C=1C=C(C=C(C1)C(F)(F)F)C(=O)N1C[C@H]([C@H](CC1)N1CCN(CC1)C)C1=C(C=CC=C1)Cl)(F)F (Rac-cis-(3,5-Bis-trifluoromethyl-phenyl)-[3-(2-chloro-phenyl)-4-(4-methyl-piperazin-1-yl)-piperidin-1-yl]-methanone). Reaction SMILES: C([N:8]1[CH2:13][CH2:12][C:11](=O)[CH:10]([C:15]2[CH:20]=[CH:19][CH:18]=[CH:17][C:16]=2[Cl:21])[CH2:9]1)C1C=CC=CC=1.[CH3:22][N:23]1[CH2:28][CH2:27][NH:26][CH2:25][CH2:24]1.[F:29][C:30]([F:45])([F:44])[C:31]1[CH:32]=[C:33]([CH:37]=[C:38]([C:40]([F:43])([F:42])[F:41])[CH:39]=1)[C:34](Cl)=[O:35]>>[F:29][C:30]([F:45])([F:44])[C:31]1[CH:32]=[C:33]([C:34]([N:8]2[CH2:13][CH2:12][C@H:11]([N:26]3[CH2:27][CH2:28][N:23]([CH3:22])[CH2:24][CH2:25]3)[C@H:10]([C:15]3[CH:20]=[CH:19][CH:18]=[CH:17][C:16]=3[Cl:21])[CH2:9]2)=[O:35])[CH:37]=[C:38]([C:40]([F:43])([F:42])[F:41])[CH:39]=1. Procedure: The title compound, MS: m/e=534.2 (M+H+), was prepared in accordance with the general method of example 26 from 1-benzyl-3-(2-chloro-phenyl)-piperidin-4-one, N-methyl-piperazine and 3,5-bistrifluoromethyl-benzoyl chloride.